The task is: describe an organic reaction: reactants, conditions, products, and yield. This data is from the Open Reaction Database (ORD), a public repository of structured organic reaction records. The reactants are C(CCS)S (1,3-propanedithiol), S(=O)(=O)([O-])[O-].[Mg+2] (magnesium sulfate), B(F)(F)F.CCOCC (boron trifluoride etherate), COC1=C(C=C(C(=C1)OC)C=O)C(CC(=O)OC)CCCCC (methyl 3-(2,4-dimethoxy-5-formylphenyl)octanoate), C(O)([O-])=O.[Na+] (sodium hydrogencarbonate). The solvent is C(Cl)Cl (methylene chloride). Conditions: time 2 hour. The product is COC1=C(C=C(C(=C1)OC)C1SCCCS1)C(CC(=O)OC)CCCCC (Methyl 3-[2,4-dimethoxy-5-(1,3-dithian-2-yl)phenyl]octanoate). As a reaction SMILES: [CH2:1]([SH:5])[CH2:2][CH2:3][SH:4].S([O-])([O-])(=O)=O.[Mg+2].B(F)(F)F.CCOCC.[CH3:21][O:22][C:23]1[CH:28]=[C:27]([O:29][CH3:30])[C:26]([CH:31]=O)=[CH:25][C:24]=1[CH:33]([CH2:39][CH2:40][CH2:41][CH2:42][CH3:43])[CH2:34][C:35]([O:37][CH3:38])=[O:36].C(=O)([O-])O.[Na+]>C(Cl)Cl>[CH3:21][O:22][C:23]1[CH:28]=[C:27]([O:29][CH3:30])[C:26]([CH:31]2[S:5][CH2:1][CH2:2][CH2:3][S:4]2)=[CH:25][C:24]=1[CH:33]([CH2:39][CH2:40][CH2:41][CH2:42][CH3:43])[CH2:34][C:35]([O:37][CH3:38])=[O:36] |f:1.2,3.4,6.7|. Reported procedure: 150 mg (1.39 mmol) of 1,3-propanedithiol, 1.0 g of magnesium sulfate and a catalytic amount of boron trifluoride etherate were added, with ice-cooling, to a solution of 447 mg (1.39 mmol) of methyl 3-(2,4-dimethoxy-5-formylphenyl)-octanoate [prepared as described in Preparation 32(ii)] in 12 ml of methylene chloride, and the resulting mixture was stirred at the same temperature for 2 hours. At the end of this time, the reaction mixture was neutralized with a saturated aqueous solution of sodium ... Starting materials: [H][H] (hydrogen), C(C1=CC=CC=C1)OC(=O)N1[C@@H]([C@@H]([C@H]([C@@H](C1)O)O)O)C(=O)O ((2S,3S,4S,5R)-N-Benzyloxycarbonyl-3,4,5-trihydroxypiperidine-2-carboxylic acid), O (H2O). Reagents/catalysts: [Pd] (Pd/C). Solvent: CO (MeOH), O.CO (H2O MeOH). Product: O[C@H]1[C@H](NC[C@H]([C@@H]1O)O)C(=O)O ((2S,3S,4S,5R)-3,4,5-Trihydroxypipecolic acid). Isolated yield 72.0%. Reaction SMILES: C(OC([N:11]1[CH2:16][C@@H:15]([OH:17])[C@H:14]([OH:18])[C@@H:13]([OH:19])[C@H:12]1[C:20]([OH:22])=[O:21])=O)C1C=CC=CC=1.[H][H].O>CO.[Pd].O.CO>[OH:19][C@@H:13]1[C@@H:14]([OH:18])[C@H:15]([OH:17])[CH2:16][NH:11][C@@H:12]1[C:20]([OH:22])=[O:21] |f:5.6|. Procedure: To the solution of 2S,3S,4S,5R)-N-Benzyloxycarbonyl-3,4,5-trihydroxypiperidine-2-carboxylic acid (Example 40) (41.7 mg, 0.14 mmol) in MeOH (4 mL) was added Pd/C catalyst (5% wt, 60 mg). The reaction mixture was stirred under the atmosphere of hydrogen gas for 6 h. Catalyst was filtered through celite pad and volatiles were removed. Pure product was isolated by flash chromatography on silicagel using H2O-MeOH (2:98) as an eluent (16.7 mg, 72% yield). [α]D=−8.6° (C=0.21, H2O). 1H NMR (360 MHz, D2O... The reactants are Cc1c(O)cc(=O)[nH]c1Cl, Cl, O, O=[N+]([O-])O, O=S(=O)(O)O. Product: Cc1c(Cl)[nH]c(=O)c([N+](=O)[O-])c1O. RXN SMILES: [Cl:2][c:3]1[c:4]([CH3:11])[c:5]([OH:10])[cH:6][c:7](=[O:9])[nH:8]1.[ClH:1].[OH2:16].[OH:12][N+:13]([O-:14])=[O:15].[S:17](=[O:18])(=[O:19])([OH:20])[OH:21]>>[Cl:2][c:3]1[c:4]([CH3:11])[c:5]([OH:10])[c:6]([N+:13](=[O:12])[O-:14])[c:7](=[O:9])[nH:8]1. Starting materials: C[Si](C1=COC=C1[Si](C)(C)C)(C)C (3,4-bis(trimethylsilyl)furan), II (I2). Reagents/catalysts: [Ag] (silver), FC(C(=O)[O-])(F)F.[Ag+] (Silver trifluoroacetate). Run in C1CCOC1 (THF), CCOCC (Et2O), C1CCOC1 (THF). Run at temperature -78 celsius, time 3 hour. The product is IC=1C(=COC1)[Si](C)(C)C ((4-iodofuran-3-yl)trimethylsilane). Isolated yield 87.0%. As a reaction SMILES: [CH3:1][Si:2]([CH3:13])([CH3:12])[C:3]1[C:7]([Si](C)(C)C)=[CH:6][O:5][CH:4]=1.[I:14]I>C1COCC1.CCOCC.FC(F)(F)C([O-])=O.[Ag+].[Ag]>[I:14][C:7]1[C:3]([Si:2]([CH3:13])([CH3:12])[CH3:1])=[CH:4][O:5][CH:6]=1 |f:4.5|. Procedure: To a 250 mL round-bottomed flask equipped with a magnetic stir-bar was placed the 3,4-bis(trimethylsilyl)furan (2.00 g, 9.41 mmol) as a solution in THF (138 mL). Silver trifluoroacetate (4.16 g, 18.8 mmol) was added and the mixture was stirred for 5 min at room temperature until the silver salt dissolved. The resulting colorless solution was cooled to −78° C. and I2 was then added as a solution in THF (50 mL) over 10 min. The mixture was stirred at −78° C. for 3 h after which time it was warmed ... Starting materials: OBO, CC(C)c1ccc(N)c(Br)c1, Clc1ccccc1. Yields the product CC(C)c1ccc(N)c(-c2ccc(Cl)cc2)c1. As a reaction SMILES: [BH:12]([OH:13])[OH:14].[Br:1][c:2]1[c:3]([NH2:4])[cH:5][cH:6][c:7]([CH:9]([CH3:10])[CH3:11])[cH:8]1.[Cl:15][c:16]1[cH:17][cH:18][cH:19][cH:20][cH:21]1>>[c:2]1(-[c:19]2[cH:18][cH:17][c:16]([Cl:15])[cH:21][cH:20]2)[c:3]([NH2:4])[cH:5][cH:6][c:7]([CH:9]([CH3:10])[CH3:11])[cH:8]1. Starting materials: Br, CC(C)Cc1ccc(CO)cc1, CCOCC. Product: CC(C)Cc1ccc(CBr)cc1. Reaction SMILES: [BrH:1].[CH2:2]([CH:3]([CH3:4])[CH3:5])[c:6]1[cH:7][cH:8][c:9]([CH2:12][OH:13])[cH:10][cH:11]1.[CH3:14][CH2:15][O:16][CH2:17][CH3:18]>>[Br:1][CH2:12][c:9]1[cH:8][cH:7][c:6]([CH2:2][CH:3]([CH3:4])[CH3:5])[cH:11][cH:10]1. Reactants: Cl.Cl.NCCCCCCCC[C@@H](C(=O)OCC)N[C@H]1COC2=C(N(C1=O)CC(=O)O)C=CC=C2 (3(S)-[9-amino-1(S)-ethoxycarbonylnonyl]amino-4-oxo-2,3,4,5-tetrahydro-1,5-benzoxazepine-5-acetic acid dihydrochloride), C(C)(=O)O (Acetic acid). Solvent: CO.O (methanol water), [OH-].[Na+] (sodium hydroxide). Conditions: time 30 minute. The product is NCCCCCCCC[C@@H](C(=O)O)N[C@H]1COC2=C(N(C1=O)CC(=O)O)C=CC=C2 (3(S)-[9-amino-1(S)-carboxynonyl]amino-4-oxo-2,3,4,5-tetrahydro-1,5-benzoxazepine-5-acetic acid). Isolated yield 93.0%. RXN SMILES: Cl.Cl.[NH2:3][CH2:4][CH2:5][CH2:6][CH2:7][CH2:8][CH2:9][CH2:10][CH2:11][C@H:12]([NH:18][C@@H:19]1[C:25](=[O:26])[N:24]([CH2:27][C:28]([OH:30])=[O:29])[C:23]2[CH:31]=[CH:32][CH:33]=[CH:34][C:22]=2[O:21][CH2:20]1)[C:13]([O:15]CC)=[O:14].C(O)(=O)C>[OH-].[Na+].CO.O>[NH2:3][CH2:4][CH2:5][CH2:6][CH2:7][CH2:8][CH2:9][CH2:10][CH2:11][C@H:12]([NH:18][C@@H:19]1[C:25](=[O:26])[N:24]([CH2:27][C:28]([OH:30])=[O:29])[C:23]2[CH:31]=[CH:32][CH:33]=[CH:34][C:22]=2[O:21][CH2:20]1)[C:13]([OH:15])=[O:14] |f:0.1.2,4.5,6.7|. Reported procedure: A solution of 3(S)-[9-amino-1(S)-ethoxycarbonylnonyl]amino-4-oxo-2,3,4,5-tetrahydro-1,5-benzoxazepine-5-acetic acid dihydrochloride (0.2 g) in 1N sodium hydroxide solution (6 ml) is allowed to stand for 30 minutes at room temperature. Acetic acid (1.5 ml) is added and the resulting mixture is subjected to Amberlite XAD-2 column chromatography using methanol-water (1:2) as an eluent. The eluate is concentrated in vacuo and lyophilized to yield 3(S)-[9-amino-1(S)-carboxynonyl]amino-4-oxo-2,3,4,5-t...